From a dataset of the Open Reaction Database (ORD), a public repository of structured organic reaction records. describe an organic reaction: reactants, conditions, products, and yield Reactants: N[C@@H](CC(C)C)C(=O)N[C@H](CC1=CNC2=CC=CC=C12)C(=O)NCCC(=O)OCC.FC(F)(F)C(=O)O (Leu-DTrp-βAla-OEt-TFA), TEA, C1(=CC=CC=C1)N=C=O (phenyl isocyanate). Solvent: C(Cl)(Cl)Cl (chloroform). Conditions: time 1 hour. Product: C1(=CC=CC=C1)NC(=O)N[C@@H](CC(C)C)C(=O)N[C@H](CC1=CNC2=CC=CC=C12)C(=O)NCCC(=O)OCC (PhNHCO-Leu-DTrp-βAla-OEt). Reaction SMILES: [NH2:1][C@H:2]([C:7]([NH:9][C@@H:10]([C:21]([NH:23][CH2:24][CH2:25][C:26]([O:28][CH2:29][CH3:30])=[O:27])=[O:22])[CH2:11][C:12]1[C:20]2[C:15](=[CH:16][CH:17]=[CH:18][CH:19]=2)[NH:14][CH:13]=1)=[O:8])[CH2:3][CH:4]([CH3:6])[CH3:5].FC(C(O)=O)(F)F.[C:38]1([N:44]=[C:45]=[O:46])[CH:43]=[CH:42][CH:41]=[CH:40][CH:39]=1>C(Cl)(Cl)Cl>[C:38]1([NH:44][C:45]([NH:1][C@H:2]([C:7]([NH:9][C@@H:10]([C:21]([NH:23][CH2:24][CH2:25][C:26]([O:28][CH2:29][CH3:30])=[O:27])=[O:22])[CH2:11][C:12]2[C:20]3[C:15](=[CH:16][CH:17]=[CH:18][CH:19]=3)[NH:14][CH:13]=2)=[O:8])[CH2:3][CH:4]([CH3:5])[CH3:6])=[O:46])[CH:43]=[CH:42][CH:41]=[CH:40][CH:39]=1 |f:0.1|. Procedure details: To a solution of Leu-DTrp-βAla-OEt-TFA (40.6 mg) obtained in Example 51-(1) in chloroform (2 ml) were added TEA (20 μl) and phenyl isocyanate (15 μl) at room temperature under nitrogen. The reaction mixture was stirred for 1 h, and concentrated under reduced pressure. The residue was purified by dry column flash chromatography (Merck, Kieselgel 60) with chloroform/methanol=10/1 for elution to give the product (39.6 mg). Reactants: C(C1=CC=CC=C1)N1[C@H](CCC1=O)C(=O)NC(CC1=CC=CC=C1)C(C(NCC1=NC=CC=C1)=O)O ((2R)-1-Benzyl-N-(3-hydroxy-4-oxo-1-phenyl-4-(pyridin-2-ylmethylamino)butan-2-yl)-5-oxopyrrolidine-2-carboxamide), O=[N-] (ketoamide). The product is C(C1=CC=CC=C1)N1[C@H](CCC1=O)C(=O)NC(CC1=CC=CC=C1)C(C(NCC1=NC=CC=C1)=O)=O ((2R)-1-Benzyl-N-{3,4-dioxo-1-phenyl-4-[(pyridin-2-ylmethyl)amino]butan-2-yl}-5-oxopyrrolidine-2-carboxamide). Reaction SMILES: [CH2:1]([N:8]1[C:12](=[O:13])[CH2:11][CH2:10][C@@H:9]1[C:14]([NH:16][CH:17]([CH:25]([OH:36])[C:26](=[O:35])[NH:27][CH2:28][C:29]1[CH:34]=[CH:33][CH:32]=[CH:31][N:30]=1)[CH2:18][C:19]1[CH:24]=[CH:23][CH:22]=[CH:21][CH:20]=1)=[O:15])[C:2]1[CH:7]=[CH:6][CH:5]=[CH:4][CH:3]=1.O=[N-]>>[CH2:1]([N:8]1[C:12](=[O:13])[CH2:11][CH2:10][C@@H:9]1[C:14]([NH:16][CH:17]([C:25](=[O:36])[C:26](=[O:35])[NH:27][CH2:28][C:29]1[CH:34]=[CH:33][CH:32]=[CH:31][N:30]=1)[CH2:18][C:19]1[CH:24]=[CH:23][CH:22]=[CH:21][CH:20]=1)=[O:15])[C:2]1[CH:3]=[CH:4][CH:5]=[CH:6][CH:7]=1. Procedure: (2R)-1-Benzyl-N-(3-hydroxy-4-oxo-1-phenyl-4-(pyridin-2-ylmethylamino)butan-2-yl)-5-oxopyrrolidine-2-carboxamide was converted into the corresponding ketoamide as described in step 1.2 of Example 1. The reactants are FCC1N(CCN(C1)C=1C=NC(=CC1)[N+](=O)[O-])C (2-(Fluoromethyl)-1-methyl-4-(6-nitropyridin-3-yl)piperazine). Reagents/catalysts: [Pd] (Pd/C). Solvent: CO (MeOH). Run at time 15 hour. Product: FCC1CN(CCN1C)C=1C=CC(=NC1)N (5-(3-(Fluoromethyl)-4-methylpiperazin-1-yl)pyridin-2-amine). As a reaction SMILES: [F:1][CH2:2][CH:3]1[CH2:8][N:7]([C:9]2[CH:10]=[N:11][C:12]([N+:15]([O-])=O)=[CH:13][CH:14]=2)[CH2:6][CH2:5][N:4]1[CH3:18]>[Pd].CO>[F:1][CH2:2][CH:3]1[N:4]([CH3:18])[CH2:5][CH2:6][N:7]([C:9]2[CH:14]=[CH:13][C:12]([NH2:15])=[N:11][CH:10]=2)[CH2:8]1. Reported procedure: A 250-mL single-neck round-bottomed flask equipped with a magnetic stirrer was charged with 111e (2.6 g, 10.2 mmol) and MeOH (50 mL), and the resulting mixture was added Pd/C (10%) (260 mg). The reaction mixture was stirred under H2 for 15 h. After the reaction was finished, it was filtered and concentrated to afford 111f, which was used in the next step without purification. Reactants: CCN(CC)S(F)(F)F, ClCCl, OC1CN(Cc2ccc(-c3nc4ccc(C5(c6ccccc6)CC5)nc4s3)c(F)c2)C1. Product: Fc1cc(CN2CC(F)C2)ccc1-c1nc2ccc(C3(c4ccccc4)CC3)nc2s1. Reaction SMILES: [CH2:32]([N:33]([S:34]([F:35])([F:36])[F:38])[CH2:37][CH3:39])[CH3:40].[Cl:41][CH2:42][Cl:43].[F:1][c:2]1[cH:3][c:4]([CH2:26][N:27]2[CH2:28][CH:29]([OH:31])[CH2:30]2)[cH:5][cH:6][c:7]1-[c:8]1[s:9][c:10]2[n:11][c:12]([C:17]3([c:20]4[cH:21][cH:22][cH:23][cH:24][cH:25]4)[CH2:18][CH2:19]3)[cH:13][cH:14][c:15]2[n:16]1>>[F:1][c:2]1[cH:3][c:4]([CH2:26][N:27]2[CH2:28][CH:29]([F:38])[CH2:30]2)[cH:5][cH:6][c:7]1-[c:8]1[s:9][c:10]2[n:11][c:12]([C:17]3([c:20]4[cH:21][cH:22][cH:23][cH:24][cH:25]4)[CH2:18][CH2:19]3)[cH:13][cH:14][c:15]2[n:16]1. The reactants are ClC1=C(C=CC=C1)C(C)OC(NC=1C(=NOC1C1=CC=C(C=C1)B1OC(C(O1)(C)C)(C)C)C)=O ({3-Methyl-5-[4-(4,4,5,5-tetramethyl-[1,3,2]dioxaborolan-2-yl)-phenyl]-isoxazol-4-yl}-carbamic acid 1-(2-chloro-phenyl)-ethyl ester), BrC1=CC=C(C(=O)O)C=C1 (4-bromobenzoic acid), C([O-])([O-])=O.[K+].[K+] (potassium carbonate). Reagents/catalysts: Cl[Pd]Cl.C1(=CC=CC=C1)P([C-]1C=CC=C1)C1=CC=CC=C1.[C-]1(C=CC=C1)P(C1=CC=CC=C1)C1=CC=CC=C1.[Fe+2] ((1,1′-bis(diphenylphosphino)ferrocene)-dichloropalladium(II)). Run in COCCOC (DME), O (water). Conditions: temperature 70 celsius, time 8 hour. The product is ClC1=C(C=CC=C1)C(C)OC(=O)NC=1C(=NOC1C1=CC=C(C=C1)C1=CC=C(C=C1)C(=O)O)C (4′-{-4-[1-(2-Chloro-phenyl)-ethoxycarbonylamino]-3-methyl-isoxazol-5-yl}-biphenyl-4-carboxylic acid). Reaction SMILES: [Cl:1][C:2]1[CH:7]=[CH:6][CH:5]=[CH:4][C:3]=1[CH:8]([O:10][C:11](=[O:34])[NH:12][C:13]1[C:14]([CH3:33])=[N:15][O:16][C:17]=1[C:18]1[CH:23]=[CH:22][C:21](B2OC(C)(C)C(C)(C)O2)=[CH:20][CH:19]=1)[CH3:9].Br[C:36]1[CH:44]=[CH:43][C:39]([C:40]([OH:42])=[O:41])=[CH:38][CH:37]=1.C(=O)([O-])[O-].[K+].[K+]>COCCOC.O.Cl[Pd]Cl.C1(P(C2C=CC=CC=2)[C-]2C=CC=C2)C=CC=CC=1.[C-]1(P(C2C=CC=CC=2)C2C=CC=CC=2)C=CC=C1.[Fe+2]>[Cl:1][C:2]1[CH:7]=[CH:6][CH:5]=[CH:4][C:3]=1[CH:8]([O:10][C:11]([NH:12][C:13]1[C:14]([CH3:33])=[N:15][O:16][C:17]=1[C:18]1[CH:23]=[CH:22][C:21]([C:36]2[CH:44]=[CH:43][C:39]([C:40]([OH:42])=[O:41])=[CH:38][CH:37]=2)=[CH:20][CH:19]=1)=[O:34])[CH3:9] |f:2.3.4,7.8.9.10|. Procedure details: {3-Methyl-5-[4-(4,4,5,5-tetramethyl-[1,3,2]dioxaborolan-2-yl)-phenyl]-isoxazol-4-yl}-carbamic acid 1-(2-chloro-phenyl)-ethyl ester (0.100 g, 0.21 mmol), 4-bromobenzoic acid (0.042 g, 0.21 mmol), and potassium carbonate (0.073 g, 0.53 mmol) were combined in DME (10 mL) and water (5 mL). The solution was purged with N2 for 10 minutes, and then (1,1′-bis(diphenylphosphino)ferrocene)-dichloropalladium(II) (0.014 g, 0.02 mmol) was added. The reaction was stirred at 70° C. overnight, until no starting... Procedure details: 0.36 g (5.31 mmol) of methylamine hydrochloride, 1.3 g (3.99 mmol) of TOTU and 1.37 g (10.63 mmol) of DIEA are added to 1 g (2.66 mmol) of 6-[(1-methoxy-2-methylindolizin-3-yl)carbonyl]-4-oxo-1,4-dihydroquinoline-3-carboxylic acid in 23 ml of anhydrous DMF. The reaction medium is stirred at ambient temperature under a nitrogen atmosphere for 8 h. 0.36 g (5.33 mmol) of methylamine hydrochloride is added to the reaction medium. After 18 h at ambient temperature, the reaction medium is hydrolysed w... Reaction SMILES: Cl.CN.[B-](F)(F)(F)F.CCOC([C:14](C#N)=[N:15]OC(N(C)C)=[N+](C)C)=O.CCN(C(C)C)C(C)C.[CH3:35][O:36][C:37]1[C:38]([CH3:62])=[C:39]([C:46]([C:48]2[CH:49]=[C:50]3[C:55](=[CH:56][CH:57]=2)[NH:54][CH:53]=[C:52]([C:58]([OH:60])=O)[C:51]3=[O:61])=[O:47])[N:40]2[C:45]=1[CH:44]=[CH:43][CH:42]=[CH:41]2.Cl>CN(C=O)C>[CH3:35][O:36][C:37]1[C:38]([CH3:62])=[C:39]([C:46]([C:48]2[CH:49]=[C:50]3[C:55](=[CH:56][CH:57]=2)[NH:54][CH:53]=[C:52]([C:58]([NH:15][CH3:14])=[O:60])[C:51]3=[O:61])=[O:47])[N:40]2[C:45]=1[CH:44]=[CH:43][CH:42]=[CH:41]2 |f:0.1,2.3|. Run in CN(C)C=O (DMF). Run at time 8 hour. The product is COC=1C(=C(N2C=CC=CC12)C(=O)C=1C=C2C(C(=CNC2=CC1)C(=O)NC)=O)C (6-[(1-Methoxy-2-methylindolizin-3-yl)carbonyl]-N-methyl-4-oxo-1,4-dihydroquinoline-3-carboxamide). The yield is 5.8%. Reactants: Cl.CN (methylamine hydrochloride), [B-](F)(F)(F)F.CCOC(=O)C(=NOC(=[N+](C)C)N(C)C)C#N (TOTU), CCN(C(C)C)C(C)C (DIEA), COC=1C(=C(N2C=CC=CC12)C(=O)C=1C=C2C(C(=CNC2=CC1)C(=O)O)=O)C (6-[(1-methoxy-2-methylindolizin-3-yl)carbonyl]-4-oxo-1,4-dihydroquinoline-3-carboxylic acid), Cl (HCl), Cl.CN (methylamine hydrochloride), solution. Starting materials: CC(=O)O[Cu]OC(C)=O, CC#N, Cc1cc(Cl)ccc1B(O)O, O=S1(=O)CCN2CCCC(c3ccc(O)cc3)C2=N1, c1ccncc1. Product: Cc1cc(Cl)ccc1Oc1ccc(C2CCCN3CCS(=O)(=O)N=C23)cc1. Reaction SMILES: [C:40]([O:41][Cu:42][O:43][C:44](=[O:45])[CH3:46])(=[O:47])[CH3:48].[CH3:37][C:38]#[N:39].[Cl:1][c:2]1[cH:3][c:4]([CH3:11])[c:5]([B:8]([OH:9])[OH:10])[cH:6][cH:7]1.[O:12]=[S:13]1(=[O:30])[N:14]=[C:15]2[N:16]([CH2:17][CH2:18]1)[CH2:19][CH2:20][CH2:21][CH:22]2[c:23]1[cH:24][cH:25][c:26]([OH:29])[cH:27][cH:28]1.[cH:31]1[cH:32][cH:33][n:34][cH:35][cH:36]1>>[Cl:1][c:2]1[cH:3][c:4]([CH3:11])[c:5]([O:29][c:26]2[cH:25][cH:24][c:23]([CH:22]3[C:15]4=[N:14][S:13](=[O:12])(=[O:30])[CH2:18][CH2:17][N:16]4[CH2:19][CH2:20][CH2:21]3)[cH:28][cH:27]2)[cH:6][cH:7]1. Starting materials: c1cccc(c1)C(\C(F)(F)F)=C/C(O)=O. The reagents and catalysts are C1=CC=C(C=C1)P(C2=CC=CC=C2)C3=CC=CC=C3 (P(Ph)3), c1ccc(cc1)-c2c3ccccc3cc4ccccc24 (9-Phenylanthracene), C1COCCN1   (morpholine), C1CCCC1.[Fe].C[C@@H](C1CCCC1P(c1cc(c(c(c1)C)OC)C)c1cc(c(c(c1)C)OC)C)P(c1c(cccc1)C)c1c(cccc1)C (Naud SL-N011-2), [B-](F)(F)(F)F.[Rh+].C1=CCCC=CCC1.C1=CCCC=CCC1 (Rh(COD)2+BF4-). Solvent: [2H]C(Cl)(Cl)Cl (CDCl3), O (H2O). Run at temperature 25 celsius, time 18 hour. The product is OC(=O)CC(c1ccccc1)C(F)(F)F. As a reaction SMILES: [OH:1][C:2](\[CH:4]=[C:5](\[C:12]([F:15])([F:14])[F:13])/[c:6]1[cH:11][cH:10][cH:9][cH:8][cH:7]1)=[O:3]>>[OH:1][C:2]([CH2:4][CH:5]([C:12]([F:15])([F:14])[F:13])[c:6]1[cH:11][cH:10][cH:9][cH:8][cH:7]1)=[O:3].